Dataset: the Open Reaction Database (ORD), a public repository of structured organic reaction records. Task: describe an organic reaction: reactants, conditions, products, and yield Reactants: C([O-])(O)=O.[Na+] (sodium bicarbonate), BrC1=C(N=CC2=CC(=CC=C12)C1=C(C=CC(=C1)F)C)N (4-bromo-7-(5-fluoro-2-methylphenyl)isoquinolin-3-amine), N1=CC=CC=C1 (pyridine), C1(CC1)C(=O)Cl (cyclopropanecarbonyl chloride). Run in ClCCl (dichloromethane). The product is BrC1=C(N=CC2=CC(=CC=C12)C1=C(C=CC(=C1)F)C)NC(=O)C1CC1 (N-(4-bromo-7-(5-fluoro-2-methylphenyl)isoquinolin-3-yl)cyclopropanecarboxamide). RXN SMILES: [Br:1][C:2]1[C:11]2[C:6](=[CH:7][C:8]([C:12]3[CH:17]=[C:16]([F:18])[CH:15]=[CH:14][C:13]=3[CH3:19])=[CH:9][CH:10]=2)[CH:5]=[N:4][C:3]=1[NH2:20].N1C=CC=CC=1.[CH:27]1([C:30](Cl)=[O:31])[CH2:29][CH2:28]1.C(=O)(O)[O-].[Na+]>ClCCl>[Br:1][C:2]1[C:11]2[C:6](=[CH:7][C:8]([C:12]3[CH:17]=[C:16]([F:18])[CH:15]=[CH:14][C:13]=3[CH3:19])=[CH:9][CH:10]=2)[CH:5]=[N:4][C:3]=1[NH:20][C:30]([CH:27]1[CH2:29][CH2:28]1)=[O:31] |f:3.4|. Procedure details: To 4-bromo-7-(5-fluoro-2-methylphenyl)isoquinolin-3-amine (46 mg, 140 μmol) and pyridine (110 μl, 1.4 mmol) in dichloromethane (3.0 mL) at ambient temperature was added dropwise cyclopropanecarbonyl chloride (60 μl, 0.66 mmol). After 1 h the mixture was poured into saturated aqueous sodium bicarbonate, extracted twice into dichloromethane and the combined organic phases dried over sodium sulfate, filtered and concentrated in vacuo to afford a residue that was purified by reverse phase HPLC (grad... Starting materials: [H-].[Na+] (sodium hydride), CNS(=O)(=O)C1=CC=C(C=C1)C (N-methyl-p-toluenesulfonamide), O (water), FC1=C(C=C(C=C1)[N+](=O)[O-])C (2-fluoro-5-nitrotoluene). Run in CN(C)C=O (DMF). Product: CN(C1=C(C=C(C=C1)[N+](=O)[O-])C)S(=O)(=O)C1=CC=C(C=C1)C (N,2′-Dimethyl-4′-nitro-p-toluenesulfonanilide). Isolated yield 34.3%. Reaction SMILES: [H-].[Na+].[CH3:3][NH:4][S:5]([C:8]1[CH:13]=[CH:12][C:11]([CH3:14])=[CH:10][CH:9]=1)(=[O:7])=[O:6].F[C:16]1[CH:21]=[CH:20][C:19]([N+:22]([O-:24])=[O:23])=[CH:18][C:17]=1[CH3:25].O>CN(C=O)C>[CH3:3][N:4]([S:5]([C:8]1[CH:13]=[CH:12][C:11]([CH3:14])=[CH:10][CH:9]=1)(=[O:6])=[O:7])[C:16]1[CH:21]=[CH:20][C:19]([N+:22]([O-:24])=[O:23])=[CH:18][C:17]=1[CH3:25] |f:0.1|. Reported procedure: To a suspension of sodium hydride (60%, 0.08 g (2.00 mmol)) in 2.0 ml of DMF, N-methyl-p-toluenesulfonamide (0.37 g (2.00 mmol)) was added at room temperature with stirring. To the resulting mixture, after 15 minutes' stirring at room temperature, 2-fluoro-5-nitrotoluene (0.31 g (2.00 mmol)) was added. The reaction mixture was stirred at room temperature for 2 hours, poured into water and extracted with ethyl acetate. The extract was washed with water and saturated sodium chloride solution, succ... Starting materials: CCOC(=O)C (EtOAc), C(=O)([O-])[O-].[K+].[K+] (K2CO3), C(C1=CC=CC=C1)C1=C(C=CC(=C1)Cl)O (2-benzyl-4-chlorophenol), BrCCCBr (1,3-dibromopropane). Solvent: O (water), CN(C)C=O (DMF). Reaction conditions: temperature 80 celsius. Product: C(C1=CC=CC=C1)C1=C(C=CC(=C1)Cl)OCCCBr (2-benzyl-1-(3-bromo-propoxy)-4-chloro-benzene). Isolated yield 72.1%. Reaction SMILES: C([O-])([O-])=O.[K+].[K+].[CH2:7]([C:14]1[CH:19]=[C:18]([Cl:20])[CH:17]=[CH:16][C:15]=1[OH:21])[C:8]1[CH:13]=[CH:12][CH:11]=[CH:10][CH:9]=1.[Br:22][CH2:23][CH2:24][CH2:25]Br.CCOC(C)=O>CN(C=O)C.O>[CH2:7]([C:14]1[CH:19]=[C:18]([Cl:20])[CH:17]=[CH:16][C:15]=1[O:21][CH2:25][CH2:24][CH2:23][Br:22])[C:8]1[CH:9]=[CH:10][CH:11]=[CH:12][CH:13]=1 |f:0.1.2|. Procedure details: Powdered K2CO3 (2.07 g, 15.0 mmol) is added to a stirred solution of 2-benzyl-4-chlorophenol (2.19 g, 10.0 mmol) and 1,3-dibromopropane (3.05 mL, 30.0 mmol) in anhydrous DMF (20 mL) at ambient temperature under nitrogen; The mixture is heated at 80° C. for 1 hour. At ambient temperature, EtOAc (100 mL) and water (150 mL) are added to the mixture. The organic layer is separated, dried over MgSO4, filtered and concentrated. The crude product is chromatographed on silica (gradient 0-2% EtOAc in hex...